This data is from the Open Reaction Database (ORD), a public repository of structured organic reaction records. The task is: describe an organic reaction: reactants, conditions, products, and yield Starting materials: N#CCC(=O)[N-]CCCc1ccccc1, COc1cc(C=CC=O)cc(OC)c1O. As a reaction SMILES: [C:16](#[N:17])[CH2:18][C:19](=[O:20])[N-:21][CH2:22][CH2:23][CH2:24][c:25]1[cH:26][cH:27][cH:28][cH:29][cH:30]1.[CH3:1][O:2][c:3]1[cH:4][c:5]([CH:6]=[CH:7][CH:8]=[O:9])[cH:10][c:11]([O:14][CH3:15])[c:12]1[OH:13]>>[CH3:1][O:2][c:3]1[cH:4][c:5]([CH:6]=[CH:7][CH:8]=[C:18]([C:16]#[N:17])[C:19](=[O:20])[NH:21][CH2:22][CH2:23][CH2:24][c:25]2[cH:26][cH:27][cH:28][cH:29][cH:30]2)[cH:10][c:11]([O:14][CH3:15])[c:12]1[OH:13]. The product is COc1cc(C=CC=C(C#N)C(=O)NCCCc2ccccc2)cc(OC)c1O. Yields the product C(=O)=[Cr](=C(OC)C=1OC=CC1)(=C=O)(=C=O)(=C=O)=C=O (pentacarbonyl[ 2-furyl(methoxy)carbene]chromium). Reaction SMILES: [O:1]1[CH2:5][CH2:4][CH2:3][CH2:2]1.[O:6]1[CH:10]=CC=[CH:7]1.C([Li])CCC.[C-:16]#[O+:17].[C-:18]#[O+:19].[C-:20]#[O+:21].[C-:22]#[O+:23].[C-:24]#[O+:25].[C-]#[O+].[Cr:28]>C(Cl)Cl>[C:16](=[Cr:28](=[C:24]=[O:25])(=[C:22]=[O:23])(=[C:20]=[O:21])(=[C:18]=[O:19])=[C:7]([C:2]1[O:1][CH:5]=[CH:4][CH:3]=1)[O:6][CH3:10])=[O:17] |f:3.4.5.6.7.8.9|. Yield: 90.9%. Conditions: temperature -78 celsius, time 8 hour. Reported procedure: A 500 ml two-necked round-bottomed flask, which is equipped with a stirring bar, a septum cap and an argon-vacuum inlet, is evacuated and filled with argon three times. Freshly distilled tetrahydrofuran (100 ml) and furan (7.5 ml, 0.1 mole) are placed in the flask, which are then cooled at -78° C. with a dry ice-acetone bath. n-Butyl lithium (62 ml, 1.60 mmole/ml, n-hexane solution) is introduced via syringe to the furan solution slowly over a period of 15-20 minutes at -78° C. The resulting sol... Reactants: O1CCCC1 (tetrahydrofuran), [C-]#[O+].[C-]#[O+].[C-]#[O+].[C-]#[O+].[C-]#[O+].[C-]#[O+].[Cr] (Chromium hexacarbonyl), O1C=CC=C1 (furan), C(CCC)[Li] (n-Butyl lithium), O1C=CC=C1 (furan). Run in C(Cl)Cl (methylene chloride). Reactants: [O-]O.CCCCCCCCC (hydroperoxide nonane), CCCCCCCCC (nonane), C(C)(C)(C)OO (tert-butyl hydroperoxide), [Cl-].[Na+] (sodium chloride), CCCCCCCCC (n-nonane), C(CCCCCCCCC(=O)OC1CC(NC(C1)(C)C)(C)C)(=O)OC1CC(NC(C1)(C)C)(C)C (bis-(2,2,6,6-tetramethylpiperidin-4-yl) sebacate). Yields the product C(CCCCCCCCC(=O)OC1CC(N(C(C1)(C)C)OCCCCCCCCC)(C)C)(=O)OC1CC(N(C(C1)(C)C)OCCCCCCCCC)(C)C (Bis-(1-nonyloxy-2,2,6,6-tetramethylpiperidin-4-yl) Sebacate). Isolated yield 27.0%. As a reaction SMILES: [C:1]([O:5]O)([CH3:4])(C)C.[Cl-].[Na+].[C:9]([O:32][CH:33]1[CH2:38][C:37]([CH3:40])([CH3:39])[NH:36][C:35]([CH3:42])([CH3:41])[CH2:34]1)(=[O:31])[CH2:10][CH2:11][CH2:12][CH2:13][CH2:14][CH2:15][CH2:16][CH2:17][C:18]([O:20][CH:21]1[CH2:26][C:25]([CH3:28])([CH3:27])[NH:24][C:23]([CH3:30])([CH3:29])[CH2:22]1)=[O:19].[O-:43]O.[CH3:45][CH2:46][CH2:47][CH2:48][CH2:49][CH2:50][CH2:51][CH2:52][CH3:53].[CH3:54][CH2:55][CH2:56][CH2:57][CH2:58][CH2:59][CH2:60]CC>>[C:9]([O:32][CH:33]1[CH2:38][C:37]([CH3:40])([CH3:39])[N:36]([O:5][CH2:1][CH2:4][CH2:54][CH2:55][CH2:56][CH2:57][CH2:58][CH2:59][CH3:60])[C:35]([CH3:42])([CH3:41])[CH2:34]1)(=[O:31])[CH2:10][CH2:11][CH2:12][CH2:13][CH2:14][CH2:15][CH2:16][CH2:17][C:18]([O:20][CH:21]1[CH2:26][C:25]([CH3:27])([CH3:28])[N:24]([O:43][CH2:45][CH2:46][CH2:47][CH2:48][CH2:49][CH2:50][CH2:51][CH2:52][CH3:53])[C:23]([CH3:29])([CH3:30])[CH2:22]1)=[O:19] |f:1.2,4.5|. Procedure: A 2-phase mixture of 85.7 g (0.666 mol) of 70% aqueous tert-butyl hydroperoxide, 150 ml of n-nonane and 10 g of sodium chloride is agitated in a separatory funnel. The organic layer is dried over anhydrous magnesium sulfate. The magnesium sulfate is removed by filtration and then washed rinsed with 50 ml of n-nonane. The nonane rinse solution is then added to the original filtrate. A mixture of 40.0 g (0.083 mol) of bis-(2,2,6,6-tetramethylpiperidin-4-yl) sebacate, the combined hydroperoxide-non... Starting materials: C(CCCCCCC)NC(=O)[C@H]1[C@@H](C1)C1=CC=C(C=C1)N (trans-N-octyl-2-(4-aminophenyl)cyclopropanecarboxamide), C1(\C=C/C(=O)O1)=O (maleic anhydride). Run in C1=CC=CC=C1 (benzene). Reaction conditions: time 10 minute. Yields the product C(CCCCCCC)NC(=O)[C@H]1[C@@H](C1)C1=CC=C(C=C1)NC(\C=C/C(=O)O)=O (trans-N-Octyl-2-(4-[cis-3-carboxypropenamido]phenyl)cyclopropanecarboxamide). As a reaction SMILES: [CH2:1]([NH:9][C:10]([C@@H:12]1[CH2:14][C@H:13]1[C:15]1[CH:20]=[CH:19][C:18]([NH2:21])=[CH:17][CH:16]=1)=[O:11])[CH2:2][CH2:3][CH2:4][CH2:5][CH2:6][CH2:7][CH3:8].[C:22]1(=[O:28])[O:27][C:25](=[O:26])[CH:24]=[CH:23]1>C1C=CC=CC=1>[CH2:1]([NH:9][C:10]([C@@H:12]1[CH2:14][C@H:13]1[C:15]1[CH:20]=[CH:19][C:18]([NH:21][C:22](=[O:28])/[CH:23]=[CH:24]\[C:25]([OH:27])=[O:26])=[CH:17][CH:16]=1)=[O:11])[CH2:2][CH2:3][CH2:4][CH2:5][CH2:6][CH2:7][CH3:8]. Procedure details: To a refluxing solution of 1.6 g. of trans-N-octyl-2-(4-aminophenyl)cyclopropanecarboxamide in 30 ml. of benzene was added 598 mg. of maleic anhydride all at once. Refluxing was continued for 10 minutes, and then the reaction mixture was cooled to room temperature and the solvent was removed in vacuo. The residue was recrystallized twice from ethanol to give 930 mg. of the title compound as a white solid, m.p. 178.5°-179.5° C. The IR spectrum (KBr disc) showed absorptions at 3280, 2925, 1725, 16... The reactants are CCOCCn1c(CC2CCN(CCN)CC2)nc2cccnc21, C1CCOC1, S=C=S. Product: CCOCCn1c(CC2CCN(CCN=C=S)CC2)nc2cccnc21. RXN SMILES: [CH2:4]([CH3:5])[O:6][CH2:7][CH2:8][n:9]1[c:10]([CH2:18][CH:19]2[CH2:20][CH2:21][N:22]([CH2:25][CH2:26][NH2:27])[CH2:23][CH2:24]2)[n:11][c:12]2[c:13]1[n:14][cH:15][cH:16][cH:17]2.[O:28]1[CH2:29][CH2:30][CH2:31][CH2:32]1.[S:1]=[C:2]=[S:3]>>[C:2](=[S:3])=[N:27][CH2:26][CH2:25][N:22]1[CH2:21][CH2:20][CH:19]([CH2:18][c:10]2[n:9]([CH2:8][CH2:7][O:6][CH2:4][CH3:5])[c:13]3[c:12]([n:11]2)[cH:17][cH:16][cH:15][n:14]3)[CH2:24][CH2:23]1. Starting materials: O1CCN(CC1)C1=C(OCC(=O)OCC)C=CC=C1 (ethyl 2-(2-morpholinophenoxy)acetate), NCC(CN1CC2=CC=CC=C2CC1)O (1-amino-3-(3,4-dihydroisoquinolin-2(1H)-yl)propan-2-ol). Run in CCO (EtOH). Run at temperature 120 celsius, time 30 minute. Yields the product C1N(CCC2=CC=CC=C12)CC(CNC(COC1=C(C=CC=C1)N1CCOCC1)=O)O (N-(3-(3,4-dihydroisoquinolin-2(1H)-yl)-2-hydroxypropyl)-2-(2-morpholinophenoxy)acetamide). Isolated yield 9.4%. RXN SMILES: [O:1]1[CH2:6][CH2:5][N:4]([C:7]2[CH:19]=[CH:18][CH:17]=[CH:16][C:8]=2[O:9][CH2:10][C:11]([O:13]CC)=O)[CH2:3][CH2:2]1.[NH2:20][CH2:21][CH:22]([OH:34])[CH2:23][N:24]1[CH2:33][CH2:32][C:31]2[C:26](=[CH:27][CH:28]=[CH:29][CH:30]=2)[CH2:25]1>CCO>[CH2:25]1[C:26]2[C:31](=[CH:30][CH:29]=[CH:28][CH:27]=2)[CH2:32][CH2:33][N:24]1[CH2:23][CH:22]([OH:34])[CH2:21][NH:20][C:11](=[O:13])[CH2:10][O:9][C:8]1[CH:16]=[CH:17][CH:18]=[CH:19][C:7]=1[N:4]1[CH2:3][CH2:2][O:1][CH2:6][CH2:5]1. Reported procedure: A mixture of ethyl 2-(2-morpholinophenoxy)acetate (53 mg, 0.2 mmol) and 1-amino-3-(3,4-dihydroisoquinolin-2(1H)-yl)propan-2-ol (41 mg, 0.2 mmol) in EtOH (1 mL) was stirred at 120° C. over microwave for 30 min. The solvent was removed by concentration and the crude product was purified by prep-HPLC separation to afford product the desired title compound (8.0 mg, Yield 10%). 1H NMR (400 MHz, MeOD): 7.09-6.98 (m, 8H), 4.64 (s, 2H), 3.95 (br.s, 1H), 3.89-3.87 (m, 4H), 3.63-3.46 (m, 2H), 3.33-3.30 (m...